This data is from the Open Reaction Database (ORD), a public repository of structured organic reaction records. The task is: describe an organic reaction: reactants, conditions, products, and yield Reactants: C(C(O)CC(=O)O)(=O)O (DL-malic acid), resin ( 11.9 ), CC(CCO)C (3-methyl-1-butanol). Reaction conditions: temperature 110 celsius. The product is C(CC(C)C)OC(C(O)CC(=O)OCCC(C)C)=O (Diisoamyl-DL-malate). Reaction SMILES: [C:1]([OH:9])(=[O:8])[CH:2]([CH2:4][C:5]([OH:7])=[O:6])[OH:3].[CH3:10][CH:11]([CH3:15])[CH2:12][CH2:13]O>>[CH2:13]([O:8][C:1](=[O:9])[CH:2]([CH2:4][C:5]([O:7][CH2:13][CH2:12][CH:11]([CH3:15])[CH3:10])=[O:6])[OH:3])[CH2:12][CH:11]([CH3:15])[CH3:10]. Procedure details: Diisoamyl-DL-malate was prepared using a procedure similar to that in Example 4. To the reaction flask, DL-malic acid (87.54 g), 3-methyl-1-butanol (285 mL) and Amberlyst® 15 ion exchange resin (11.9) were added. The mixture was placed under nitrogen and heated to reflux. At 109° C., two phases started to collect in the Dean-Stark trap. The reaction was maintained at 110° C. for 8 hr, during this time water was continuously removed. The product was dissolved in diethyl ether and separated from t...